Dataset: the Open Reaction Database (ORD), a public repository of structured organic reaction records. Task: describe an organic reaction: reactants, conditions, products, and yield Starting materials: BrC1=C(C(=CC=C1)OC(F)(F)F)CBr (1-bromo-2-(bromomethyl)-3-[(trifluoromethyl)oxy]benzene), FC1=C(C(=O)NC2=NNC=C2)C(=CC=C1)F (2,6-difluoro-N-1H-pyrazol-3-ylbenzamide), FC1=C(C(=O)NC2=NNC=C2)C(=CC=C1)F (2,6-difluoro-N-1H-pyrazol-3-ylbenzamide), C[Si](C)(C)[N-][Si](C)(C)C.[Li+] (lithium bis(trimethylsilyl)amide). The solvent is C1CCOC1 (THF), C1CCOC1 (THF). Conditions: time 8 hour. Product: BrC1=C(C(=CC=C1)OC(F)(F)F)CN1N=C(C=C1)NC(C1=C(C=CC=C1F)F)=O (N-[1-({2-bromo-6-[(trifluoromethyl)oxy]phenyl}methyl)-1H-pyrazol-3-yl]-2,6-difluorobenzamide). Reaction SMILES: [F:1][C:2]1[CH:15]=[CH:14][CH:13]=[C:12]([F:16])[C:3]=1[C:4]([NH:6][C:7]1[CH:11]=[CH:10][NH:9][N:8]=1)=[O:5].C[Si]([N-][Si](C)(C)C)(C)C.[Li+].[Br:27][C:28]1[CH:33]=[CH:32][CH:31]=[C:30]([O:34][C:35]([F:38])([F:37])[F:36])[C:29]=1[CH2:39]Br>C1COCC1>[Br:27][C:28]1[CH:33]=[CH:32][CH:31]=[C:30]([O:34][C:35]([F:36])([F:37])[F:38])[C:29]=1[CH2:39][N:9]1[CH:10]=[CH:11][C:7]([NH:6][C:4](=[O:5])[C:3]2[C:12]([F:16])=[CH:13][CH:14]=[CH:15][C:2]=2[F:1])=[N:8]1 |f:1.2|. Procedure: 2,6-difluoro-N-1H-pyrazol-3-ylbenzamide (for a preparation see Intermediate 9)(45 mg, 0.202 mmol) in dry THF (3.0 ml) was stirred under nitrogen at ambient temperature, 1.0 M lithium bis(trimethylsilyl)amide (0.20 ml, 0.20 mmol) was added dropwise and the solution stirred for approximately 90 min then 1-bromo-2-(bromomethyl)-3-[(trifluoromethyl)oxy]benzene (67.3 mg, 1 equiv) in THF (2 ml) was added. The solution was stirred for 5 h then left to stand overnight. The solvent was removed using a st... Reactants: [Al+3], C1CCOC1, CON(C)C(=O)C(CC(C)C)NC(=O)c1ccccn1, [H-], [H-], [H-], [H-], [K+], [Li+], O, O=S(=O)([O-])O. The product is CC(C)CC(C=O)NC(=O)c1ccccn1. As a reaction SMILES: [Al+3:22].[CH2:33]1[O:34][CH2:35][CH2:36][CH2:37]1.[CH3:1][O:2][N:3]([C:4](=[O:5])[CH:6]([CH2:7][CH:8]([CH3:9])[CH3:10])[NH:11][C:12](=[O:13])[c:14]1[n:15][cH:16][cH:17][cH:18][cH:19]1)[CH3:20].[H-:21].[H-:24].[H-:25].[H-:26].[K+:32].[Li+:23].[OH2:38].[S:27](=[O:28])(=[O:29])([OH:30])[O-:31]>>[CH:4](=[O:5])[CH:6]([CH2:7][CH:8]([CH3:9])[CH3:10])[NH:11][C:12](=[O:13])[c:14]1[n:15][cH:16][cH:17][cH:18][cH:19]1. Procedure: The 22 ml Hastelloy-C pressure reactor of Example 3 was charged with 0.056 g (0.12 mol) of Ni(SC12H25)2, 5.0 g (47.2 mmol) of methyldimethoxysilane, 5.0 g (86.2 mmol) of acetone, and 0.5 g of dodecane as internal standard. The mixture was warmed to 130° C. and maintained at that temperature for 0.5 hours. After cooling, and venting off the hydrogen gas formed during the course of the reaction, gc analysis showed the presence of 1.12 g (22%) of starting methyldimethoxysilane, 0.85 g (13%) of meth... Reaction SMILES: C[SiH](OC)OC.CC(C)=O.CCCCCCCCCCCC.[H][H].C[Si](OC)(OC)OC.[CH3:33][Si:34]([O:41][CH3:42])([O:39][CH3:40])[O:35][CH:36]([CH3:38])[CH3:37]>[Cr].[Co]>[CH3:33][Si:34]([O:41][CH3:42])([O:39][CH3:40])[O:35][C:36]([CH3:38])=[CH2:37] |f:6.7|. Run at temperature 130 celsius. Product: C[Si](OC(=C)C)(OC)OC (methyldimethoxyisopropenoxysilane). Yield: 62.0%. Reagents/catalysts: [Cr].[Co] (Hastelloy-C). Reactants: C[Si](OC(C)C)(OC)OC (methyldimethoxyisopropoxy silane), [H][H] (hydrogen), C[Si](OC)(OC)OC (methyltrimethoxysilane), Ni(SC12H25)2, C[SiH](OC)OC (methyldimethoxysilane), CC(=O)C (acetone), CCCCCCCCCCCC (dodecane), C[SiH](OC)OC (methyldimethoxysilane). Reactants: C(C)OC(=O)C=1NC(=CC1)C=NO (5-(hydroxyimino-methyl)-1H-pyrrole-2-carboxylic acid ethyl ester). The solvent is C(C)(=O)OC(C)=O (acetic anhydride). Reaction conditions: temperature 140 celsius, time 2 hour. Product: C(C)OC(=O)C=1NC(=CC1)C#N (5-Cyano-1H-pyrrole-2-carboxylic acid ethyl ester). The yield is 58.0%. Reaction SMILES: [CH2:1]([O:3][C:4]([C:6]1[NH:7][C:8]([CH:11]=[N:12]O)=[CH:9][CH:10]=1)=[O:5])[CH3:2]>C(OC(=O)C)(=O)C>[CH2:1]([O:3][C:4]([C:6]1[NH:7][C:8]([C:11]#[N:12])=[CH:9][CH:10]=1)=[O:5])[CH3:2]. Procedure: A solution of 5-(hydroxyimino-methyl)-1H-pyrrole-2-carboxylic acid ethyl ester (as prepared in the previous step) (500 mg, 2.75 mmol) in acetic anhydride (5 mL) was stirred at 140° C. for 2 h. The cooled mixture was quenched with ice and then dichloromethane was added and the mixture was made basic with solid sodium bicarbonate. The layers were separated, the organic layer was washed with saturated sodium bicarbonate (2×10 mL), water (2×10 mL), then dried over Na2SO4. The solvent was removed in ...